This data is from the Open Reaction Database (ORD), a public repository of structured organic reaction records. The task is: describe an organic reaction: reactants, conditions, products, and yield Reactants: CCO, CC(=O)Cl, Cl, CC(C)(CN)CC(=O)O. Yields the product CCOC(=O)CC(C)(C)CN, Cl. As a reaction SMILES: [CH3:15][CH2:16][OH:17].[CH3:1][C:2]([Cl:3])=[O:4].[ClH:5].[NH2:6][CH2:7][C:8]([CH2:9][C:10](=[O:11])[OH:12])([CH3:13])[CH3:14]>>[CH3:1][CH2:2][O:4][C:10]([CH2:9][C:8]([CH2:7][NH2:6])([CH3:13])[CH3:14])=[O:11].[ClH:3]. Reactants: NC=1C(=C(C(N(N1)C)=O)N[C@@H](C)C1=NC2=C(N1C1=CC=CC=C1)C=C(C=C2)F)Cl (6-Amino-5-chloro-4-[(S)-1-(6-fluoro-1-phenyl-1H-benzoimidazol-2-yl)ethylamino]-2-methyl-2H-pyridazin-3-one). The reagents and catalysts are [Pd] (palladium on carbon). The solvent is C(C)(=O)OCC (ethyl acetate), C(O)([O-])=O.[Na+] (sodium hydrogen carbonate). Conditions: time 24 hour. The product is NC=1C=C(C(N(N1)C)=O)N[C@@H](C)C1=NC2=C(N1C1=CC=CC=C1)C=C(C=C2)F (6-Amino-4-[(S)-1-(6-fluoro-1-phenyl-1H-benzoimidazol-2-yl)-ethylamino]-2-methyl-2H-pyridazin-3-one). Yield: 64.6%. Reaction SMILES: [NH2:1][C:2]1[C:3](Cl)=[C:4]([NH:10][C@H:11]([C:13]2[N:17]([C:18]3[CH:23]=[CH:22][CH:21]=[CH:20][CH:19]=3)[C:16]3[CH:24]=[C:25]([F:28])[CH:26]=[CH:27][C:15]=3[N:14]=2)[CH3:12])[C:5](=[O:9])[N:6]([CH3:8])[N:7]=1>C(OCC)(=O)C.C(=O)([O-])O.[Na+].[Pd]>[NH2:1][C:2]1[CH:3]=[C:4]([NH:10][C@H:11]([C:13]2[N:17]([C:18]3[CH:23]=[CH:22][CH:21]=[CH:20][CH:19]=3)[C:16]3[CH:24]=[C:25]([F:28])[CH:26]=[CH:27][C:15]=3[N:14]=2)[CH3:12])[C:5](=[O:9])[N:6]([CH3:8])[N:7]=1 |f:2.3|. Reported procedure: 6-Amino-5-chloro-4-[(S)-1-(6-fluoro-1-phenyl-1H-benzoimidazol-2-yl)ethylamino]-2-methyl-2H-pyridazin-3-one (0.13 g, 0.315 mmol) in ethyl acetate (10 mL) and sat. aq sodium hydrogen carbonate (1 mL) was hydrogenated over 10% palladium on carbon (40 mg) at room temperature and pressure for 24 h. The reaction mix was filtered, evaporated to dryness and purified by column chromatography (Si—PCC, gradient 0-5% (9:1 MeOH/0.880 NH3) in DCM). Fractions containing the product were evaporated and freeze d... The reactants are BrC(C(=O)[O-])C(C1C(CCCC1)Cl)Br (α,β-dibromo-β-(3-chloro-4cyclohexyl)propionate), BrC(C(=O)[O-])CBr (α,β-dibromopropionate). The product is ClC1CCCCC1C#CC(=O)O (3-Chloro-4-cyclohexylpropiolic Acid). RXN SMILES: Br[CH:2]([CH:6](Br)[CH:7]1[CH2:12][CH2:11][CH2:10][CH2:9][CH:8]1[Cl:13])[C:3]([O-:5])=[O:4].BrC(CBr)C([O-])=O>>[Cl:13][CH:8]1[CH:7]([C:6]#[C:2][C:3]([OH:5])=[O:4])[CH2:12][CH2:11][CH2:10][CH2:9]1. Reported procedure: When α,β-dibromo-β-(3-chloro-4cyclohexyl)propionate in the above example is replaced by the α,β-dibromopropionate of Example 26, then the corresponding propiolic acid is prepared.